Dataset: the Open Reaction Database (ORD), a public repository of structured organic reaction records. Task: describe an organic reaction: reactants, conditions, products, and yield Starting materials: ice, ON1C(=O)CCC1=O (HOSu), C1CCC(CC1)N=C=NC2CCCCC2 (DCC), N1[C@H](CO)CCC1 (L-prolinol), C(C1=CC=CC=C1)OC(=O)N[C@@H](C(C)C)C(=O)O (N-benzyloxycarbonylvaline). The solvent is C1CCOC1 (THF), C1CCOC1 (THF). Reaction conditions: temperature 4 celsius, time 21 hour. Product: C(C1=CC=CC=C1)OC(=O)N[C@@H](C(C)C)C(=O)N1[C@H](C=O)CCC1 (N-benzyloxycarbonyl-valyl-prolinal). RXN SMILES: [CH2:1]([O:8][C:9]([NH:11][C@H:12]([C:16]([OH:18])=O)[CH:13]([CH3:15])[CH3:14])=[O:10])[C:2]1[CH:7]=[CH:6][CH:5]=[CH:4][CH:3]=1.ON1C(=O)CCC1=O.C1CCC(N=C=NC2CCCCC2)CC1.[NH:42]1[CH2:48][CH2:47][CH2:46][C@H:43]1[CH2:44][OH:45]>C1COCC1>[CH2:1]([O:8][C:9]([NH:11][C@H:12]([C:16]([N:42]1[CH2:48][CH2:47][CH2:46][C@H:43]1[CH:44]=[O:45])=[O:18])[CH:13]([CH3:14])[CH3:15])=[O:10])[C:2]1[CH:3]=[CH:4][CH:5]=[CH:6][CH:7]=1. Procedure details: In 200 ml of THF was dissolved 22.1 g of N-benzyloxycarbonylvaline. To this solution were added under cooling with edible salt and ice 11.5 g of HOSu and 20.6 g of DCC, and the mixture was stirred for 21 hours at 4° C. The reaction liquid was filtered and the filtrate was evaporated whereby a semi-solid substance was obtained. This substance was recrystallized from isopropyl alcohol to obtain a white solid substance which was then dissolved in 470 ml of THF. To this solution was added 8.6 g of L... The reactants are OC=1C=C(C=CC1)C1CNC=2N(C1)N=C(C2C#N)C2=CC=C(C=C2)OC2=CC=CC=C2 (6-(3-hydroxyphenyl)-2-(4-phenoxyphenyl)-4,5,6,7-tetrahydropyrazolo[1,5-a]pyrimidine-3-carbonitrile), ClCCC(=O)NC=1C=C(C=CC1)C1CCNC=2N1N=C(C2C(=O)N)C2=CC=C(C=C2)OC2=CC=CC=C2 (7-(3-(3-chloropropanamido)phenyl)-2-(4-phenoxyphenyl)-4,5,6,7-tetrahydropyrazolo[1,5-a]pyrimidine-3-carboxamide). Yields the product OC=1C=C(C=CC1)C1CNC=2N(C1)N=C(C2C(=O)N)C2=CC=C(C=C2)OC2=CC=CC=C2 (6-(3-Hydroxyphenyl)-2-(4-phenoxyphenyl)-4,5,6,7-tetrahydropyrazolo[1,5-a]pyrimidine-3-carboxamide). Reaction SMILES: [OH:1][C:2]1[CH:3]=[C:4]([CH:8]2[CH2:13][N:12]3[N:14]=[C:15]([C:19]4[CH:24]=[CH:23][C:22]([O:25][C:26]5[CH:31]=[CH:30][CH:29]=[CH:28][CH:27]=5)=[CH:21][CH:20]=4)[C:16]([C:17]#[N:18])=[C:11]3[NH:10][CH2:9]2)[CH:5]=[CH:6][CH:7]=1.ClCCC(NC1C=C(C2N3N=C(C4C=CC(OC5C=CC=CC=5)=CC=4)C(C(N)=O)=C3NCC2)C=CC=1)=[O:36]>>[OH:1][C:2]1[CH:3]=[C:4]([CH:8]2[CH2:13][N:12]3[N:14]=[C:15]([C:19]4[CH:24]=[CH:23][C:22]([O:25][C:26]5[CH:27]=[CH:28][CH:29]=[CH:30][CH:31]=5)=[CH:21][CH:20]=4)[C:16]([C:17]([NH2:18])=[O:36])=[C:11]3[NH:10][CH2:9]2)[CH:5]=[CH:6][CH:7]=1. Reported procedure: The desired product was prepared from 6-(3-hydroxyphenyl)-2-(4-phenoxyphenyl)-4,5,6,7-tetrahydropyrazolo[1,5-a]pyrimidine-3-carbonitrile using the procedure similar to step 2 for compound 2. MS (ESI) m/e [M+1]+ 426.9. Starting materials: FC=1C=C2N=C(C(NC2=CC1F)=O)C (6,7-Difluoro-3-methyl-1H-quinoxalin-2-one), C(C1=CC=CC=C1)=O (Benzaldehyde). Run in C(C)(=O)O (acetic acid), S(O)(O)(=O)=O (sulfuric acid). Reaction conditions: temperature 85 celsius. The product is FC=1C=C2N=C(C(NC2=CC1F)=O)C=CC1=CC=CC=C1 (6,7-difluoro-3-styryl-1H-quinoxalin-2-one). Isolated yield 86.2%. As a reaction SMILES: [F:1][C:2]1[CH:3]=[C:4]2[C:9](=[CH:10][C:11]=1[F:12])[NH:8][C:7](=[O:13])[C:6]([CH3:14])=[N:5]2.[CH:15](=O)[C:16]1[CH:21]=[CH:20][CH:19]=[CH:18][CH:17]=1>C(O)(=O)C.S(=O)(=O)(O)O>[F:1][C:2]1[CH:3]=[C:4]2[C:9](=[CH:10][C:11]=1[F:12])[NH:8][C:7](=[O:13])[C:6]([CH:14]=[CH:15][C:16]1[CH:21]=[CH:20][CH:19]=[CH:18][CH:17]=1)=[N:5]2. Reported procedure: 6,7-Difluoro-3-methyl-1H-quinoxalin-2-one (2 g, 10.2 mmol) was dissolved in a mixture of glacial acetic acid (40 ml) and 98% sulfuric acid (4 ml). Benzaldehyde (1.08 g, 10.2 mmol) was added and the resulting mixture was stirred at reflux temperature for 3.5 hours. The mixture was allowed to cool to 85° C. and then poured onto ice (400 ml). The solid was filtered, washed with water and ethyl acetate and dried in vacuo at 30° C. overnight to afford 2.5 g (88%) of 6,7-difluoro-3-styryl-1H-quinoxali... Yields the product COC(=O)CCCCCCC1=C(OC(C)=O)CCC1. Starting materials: C=C(C)OC(C)=O, COC(=O)CCCCCCC1CCCC1=O, O=S(=O)(O)O. RXN SMILES: [C:17]([CH3:18])(=[O:19])[O:20][C:21]([CH3:22])=[CH2:23].[C:1](=[O:2])([O:3][CH3:4])[CH2:5][CH2:6][CH2:7][CH2:8][CH2:9][CH2:10][CH:11]1[C:12](=[O:16])[CH2:13][CH2:14][CH2:15]1.[S:24](=[O:25])(=[O:26])([OH:27])[OH:28]>>[C:1](=[O:2])([O:3][CH3:4])[CH2:5][CH2:6][CH2:7][CH2:8][CH2:9][CH2:10][C:11]1=[C:12]([O:16][C:17]([CH3:18])=[O:19])[CH2:13][CH2:14][CH2:15]1.